Dataset: the Open Reaction Database (ORD), a public repository of structured organic reaction records. Task: describe an organic reaction: reactants, conditions, products, and yield Reactants: CC(C)([O-])C.[K+] (potassium tert-butoxide), O (water), [C@H]1(C[C@@H](CCC1)O)O (cis-1,3-cyclohexanediol), BrCC1=C(C(=O)OC)C(=CC=C1)C (methyl 2-bromomethyl-6-methylbenzoate). Solvent: ClC1=CC=CC=C1 (chlorobenzene), CN1C(N(CCC1)C)=O (1,3-dimethyl-3,4,5,6-tetrahydro-2(1H)-pyrimidinone). The product is O[C@H]1C[C@H](CCC1)OCC1=C(C(=O)OC)C(=CC=C1)C (racemic methyl cis-2-(3-hydroxycyclohexyloxymethyl)-6-methylbenzoate). Isolated yield 13.7%. Reaction SMILES: [C@H:1]1([OH:8])[CH2:6][CH2:5][CH2:4][C@@H:3]([OH:7])[CH2:2]1.CC(C)([O-])C.[K+].Br[CH2:16][C:17]1[CH:26]=[CH:25][CH:24]=[C:23]([CH3:27])[C:18]=1[C:19]([O:21][CH3:22])=[O:20].O>ClC1C=CC=CC=1.CN1CCCN(C)C1=O>[OH:7][C@@H:3]1[CH2:4][CH2:5][CH2:6][C@H:1]([O:8][CH2:16][C:17]2[CH:26]=[CH:25][CH:24]=[C:23]([CH3:27])[C:18]=2[C:19]([O:21][CH3:22])=[O:20])[CH2:2]1 |f:1.2|. Reported procedure: 5 g (42.8 mmol) of cis-1,3-cyclohexanediol were dissolved in 40 ml of chlorobenzene and 10 ml of 1,3-dimethyl-3,4,5,6-tetrahydro-2(1H)-pyrimidinone (DMPU, dimethylpropyleneurea), admixed at 20–23° C. with 3.36 g (30 mmol) of potassium tert-butoxide (KOtBu) and stirred. After 10–15 minutes, the mixture was cooled to 15–20° C. and 3.7 g (approx. 50%) of methyl 2-bromomethyl-6-methylbenzoate were added dropwise. The mixture was stirred at 20° C. for 1.5 h and then added to water. The organic phase ... Reactants: C(\C=C/C(=O)O)(=O)O (maleic acid). Run in CC=1C=CC=CC1C (o-xylene). Yields the product C1(C=2C(C(=O)O1)=CC=CC2)=O (phthalic anhydride). As a reaction SMILES: [C:1]([OH:8])(=[O:7])/[CH:2]=[CH:3]\[C:4]([OH:6])=O>CC1C=CC=CC=1C>[C:4]1(=[O:6])[O:7][C:1](=[O:8])[C:2]2=[CH:1][CH:2]=[CH:3][CH:4]=[C:3]12. Procedure: When conducting the concentration of aqueous solutions of maleic acid (maleic acid content: 28 wt%), which were obtained by absorbing in water gaseous reaction products, formed by catalytic oxidation of benzene or a spent gas from the production of phthalic anhydride formed by catalytic oxidation of o-xylene, at charge rates of 3.3 m3 /hr in a falling film evaporator at a temperature of 70° C. and further conducting the concentration and dehydration of the preconcentrated aqueous solutions in a ... Yields the product C(C1=CC=CC=C1)OC1=C(C=CC=C1)C1=C(OC=C1)C(=O)OCC (ethyl 3-(2-benzyloxyphenyl)-2-furancarboxylate). Procedure details: A mixture of the compound of Reference Example 1 (2.20 g), 2-benzyloxyphenylboronic acid (3.40 g), tetrakis(triphenylphosphine)palladium (1.20 g) and cesium carbonate (4.90 g) in a mixed solvent of THF (30 ml) and water (15 ml) were heated at reflux overnight under an argon atmosphere. After cooling, the reaction solution was diluted with ethyl acetate, and the organic layer was dried over MgSO4. The solvent was evaporated under reduced pressure, and the residue was purified by silica gel column... The reagents and catalysts are C=1C=CC(=CC1)[P](C=2C=CC=CC2)(C=3C=CC=CC3)[Pd]([P](C=4C=CC=CC4)(C=5C=CC=CC5)C=6C=CC=CC6)([P](C=7C=CC=CC7)(C=8C=CC=CC8)C=9C=CC=CC9)[P](C=1C=CC=CC1)(C=1C=CC=CC1)C=1C=CC=CC1 (tetrakis(triphenylphosphine)palladium). As a reaction SMILES: [CH2:1]([O:8][C:9]1[CH:14]=[CH:13][CH:12]=[CH:11][C:10]=1B(O)O)[C:2]1[CH:7]=[CH:6][CH:5]=[CH:4][CH:3]=1.C(=O)([O-])[O-].[Cs+].[Cs+].[CH2:24]1[CH2:28][O:27][CH2:26][CH2:25]1.O.[C:30]([O:33][CH2:34][CH3:35])(=[O:32])C>C1C=CC([P]([Pd]([P](C2C=CC=CC=2)(C2C=CC=CC=2)C2C=CC=CC=2)([P](C2C=CC=CC=2)(C2C=CC=CC=2)C2C=CC=CC=2)[P](C2C=CC=CC=2)(C2C=CC=CC=2)C2C=CC=CC=2)(C2C=CC=CC=2)C2C=CC=CC=2)=CC=1>[CH2:1]([O:8][C:9]1[CH:14]=[CH:13][CH:12]=[CH:11][C:10]=1[C:25]1[CH:24]=[CH:28][O:27][C:26]=1[C:30]([O:33][CH2:34][CH3:35])=[O:32])[C:2]1[CH:7]=[CH:6][CH:5]=[CH:4][CH:3]=1 |f:1.2.3,^1:39,41,60,79|. The reactants are O (water), Example 1, C1CCOC1 (THF), C(C1=CC=CC=C1)OC1=C(C=CC=C1)B(O)O (2-benzyloxyphenylboronic acid), C([O-])([O-])=O.[Cs+].[Cs+] (cesium carbonate), C(C)(=O)OCC (ethyl acetate). Reactants: [Ag+], C#CCN1C(=O)NC(C)(C)C1=O, CC(C)=O, ClC(Cl)(Cl)Cl, O=C1CCC(=O)N1I, O=[N+]([O-])[O-], O. Product: CC1(C)NC(=O)N(CC#CI)C1=O. As a reaction SMILES: [Ag+:35].[CH2:1]([C:2]#[CH:3])[N:4]1[C:5](=[O:12])[NH:6][C:7]([CH3:10])([CH3:11])[C:8]1=[O:9].[CH3:21][C:22](=[O:23])[CH3:24].[Cl:25][C:26]([Cl:27])([Cl:28])[Cl:29].[I:13][N:14]1[C:15](=[O:16])[CH2:17][CH2:18][C:19]1=[O:20].[N+:31]([O-:32])([O-:33])=[O:34].[OH2:30]>>[CH2:1]([C:2]#[C:3][I:13])[N:4]1[C:5](=[O:12])[NH:6][C:7]([CH3:10])([CH3:11])[C:8]1=[O:9]. The reactants are [Br-], C1CCOC1, CN(C)C(=O)n1ccc2cc(C=O)ccc21, [Mg+]c1ccccc1. The product is CN(C)C(=O)n1ccc2cc(C(O)c3ccccc3)ccc21. RXN SMILES: [Br-:17].[CH2:25]1[O:26][CH2:27][CH2:28][CH2:29]1.[CH:1](=[O:2])[c:3]1[cH:4][c:5]2[cH:6][cH:7][n:8]([C:12](=[O:13])[N:14]([CH3:15])[CH3:16])[c:9]2[cH:10][cH:11]1.[c:18]1([Mg+:24])[cH:19][cH:20][cH:21][cH:22][cH:23]1>>[CH:1]([OH:2])([c:3]1[cH:4][c:5]2[cH:6][cH:7][n:8]([C:12](=[O:13])[N:14]([CH3:15])[CH3:16])[c:9]2[cH:10][cH:11]1)[c:18]1[cH:19][cH:20][cH:21][cH:22][cH:23]1. Reactants: CCc1ccc(C=O)cc1, CO, [Na+], [OH-], O, c1ccc2[nH]ccc2c1. The product is CCc1ccc(C(O)c2c[nH]c3ccccc23)cc1. As a reaction SMILES: [CH2:12]([CH3:13])[c:14]1[cH:15][cH:16][c:17]([CH:18]=[O:19])[cH:20][cH:21]1.[CH3:23][OH:24].[Na+:11].[OH-:10].[OH2:22].[nH:1]1[cH:2][cH:3][c:4]2[cH:5][cH:6][cH:7][cH:8][c:9]12>>[nH:1]1[cH:2][c:3]([CH:18]([c:17]2[cH:16][cH:15][c:14]([CH2:12][CH3:13])[cH:21][cH:20]2)[OH:19])[c:4]2[cH:5][cH:6][cH:7][cH:8][c:9]12.